Dataset: the Open Reaction Database (ORD), a public repository of structured organic reaction records. Task: describe an organic reaction: reactants, conditions, products, and yield The reactants are C(C)N(O)CC (N,N-diethylhydroxylamine), C(CCCCCCCCCCCCCCCCC)OC(C=C)=O (n-octadecylacrylate), CC(C)([O-])C.[K+] (potassium-tert-butoxide). Solvent: O1CCCC1 (tetrahydrofuran). Yields the product C(CCCCCCCCCCCCCCCCC)OC(CCON(CC)CC)=O (Octadecyl-3-[N,N-diethylaminoxy]propanoate). As a reaction SMILES: [CH2:1]([N:3]([CH2:5][CH3:6])[OH:4])[CH3:2].[CH2:7]([O:25][C:26](=[O:29])[CH:27]=[CH2:28])[CH2:8][CH2:9][CH2:10][CH2:11][CH2:12][CH2:13][CH2:14][CH2:15][CH2:16][CH2:17][CH2:18][CH2:19][CH2:20][CH2:21][CH2:22][CH2:23][CH3:24].CC(C)([O-])C.[K+]>O1CCCC1>[CH2:7]([O:25][C:26](=[O:29])[CH2:27][CH2:28][O:4][N:3]([CH2:5][CH3:6])[CH2:1][CH3:2])[CH2:8][CH2:9][CH2:10][CH2:11][CH2:12][CH2:13][CH2:14][CH2:15][CH2:16][CH2:17][CH2:18][CH2:19][CH2:20][CH2:21][CH2:22][CH2:23][CH3:24] |f:2.3|. Reported procedure: The procedure of Example I is repeated using 4.46 g of N,N-diethylhydroxylamine, 16.03 g of n-octadecylacrylate and 0.56 g of potassium-tert-butoxide in 100 ml of tetrahydrofuran, to afford the title compound as a colorless liquid. Reactants: C(C)(C)(C)OC(=O)N1[C@H](CN(CC1)C1=NC(=C(C=C1)C(F)(F)F)Cl)C (4-(6-chloro-5-trifluoromethyl-pyridin-2-yl)-2-(S)-methyl-piperazine-1-carboxylic acid tert-butyl ester). The solvent is C(Cl)Cl.C(=O)(C(F)(F)F)O (CH2Cl2 TFA). Yields the product ClC1=C(C=CC(=N1)N1C[C@@H](NCC1)C)C(F)(F)F (1-(6-Chloro-5-trifluoromethyl-pyridin-2-yl)-3-(S)-methyl-piperazine). Isolated yield 78.4%. Reaction SMILES: C(OC([N:8]1[CH2:13][CH2:12][N:11]([C:14]2[CH:19]=[CH:18][C:17]([C:20]([F:23])([F:22])[F:21])=[C:16]([Cl:24])[N:15]=2)[CH2:10][C@@H:9]1[CH3:25])=O)(C)(C)C>C(Cl)Cl.C(O)(C(F)(F)F)=O>[Cl:24][C:16]1[N:15]=[C:14]([N:11]2[CH2:12][CH2:13][NH:8][C@@H:9]([CH3:25])[CH2:10]2)[CH:19]=[CH:18][C:17]=1[C:20]([F:23])([F:21])[F:22] |f:1.2|. Procedure: A solution of 4-(6-chloro-5-trifluoromethyl-pyridin-2-yl)-2-(S)-methyl-piperazine-1-carboxylic acid tert-butyl ester (7.80 g, 26.4 mmol) was dissolved in CH2Cl2/TFA (50:50; 30 mL) and stirred at room temperature over night. The solvent was removed at reduced pressure and the resulting oil was taken up between alkaline water (NaOH) and CHCl3. The aqueous phase was extracted once with CHCl3, the combined organic phases were dried (MgSO4) and the solvent was evaporated at reduced pressure to yield ... Starting materials: C1COCCN1, CCO, Clc1nc(NC23CC4CC(CC(C4)C2)C3)c2ccccc2n1, Cl. Yields the product Cl, c1ccc2c(NC34CC5CC(CC(C5)C3)C4)nc(N3CCOCC3)nc2c1. As a reaction SMILES: [CH2:23]1[CH2:24][O:25][CH2:26][CH2:27][NH:28]1.[CH3:29][CH2:30][OH:31].[Cl:1][c:2]1[n:3][c:4]2[cH:5][cH:6][cH:7][cH:8][c:9]2[c:10]([NH:12][C:13]23[CH2:14][CH:15]4[CH2:16][CH:17]([CH2:18][CH:19]([CH2:20]2)[CH2:21]4)[CH2:22]3)[n:11]1.[ClH:32]>>[ClH:1].[c:2]1([N:28]2[CH2:23][CH2:24][O:25][CH2:26][CH2:27]2)[n:3][c:4]2[cH:5][cH:6][cH:7][cH:8][c:9]2[c:10]([NH:12][C:13]23[CH2:14][CH:15]4[CH2:16][CH:17]([CH2:18][CH:19]([CH2:20]2)[CH2:21]4)[CH2:22]3)[n:11]1. Starting materials: Cl.CN(CCCN=C=NCC)C (1-(3-dimethylaminopropyl)-3-ethylcarbodiimide hydrochloride), CN(C)C1=NC=CC=C1 (dimethylaminopyridine), C(=O)(O)C=1C=C(C=CC1)[C@H](C)NC1=NC=CC(=N1)N1C=NC2=C1C=CC=C2 (2-[(S)-1-(3-carboxyphenyl)ethylamino]-4-[benzimidazol-1-yl]pyrimidine), COC=1C(=CC=CC1)N (o-anisidine). Solvent: C(C)N(CC)CC (Triethylamine), C(Cl)Cl (CH2Cl2). Yields the product COC1=C(C=CC=C1)NC(=O)C=1C=C(C=CC1)[C@H](C)NC1=NC=CC(=N1)N1C=NC2=C1C=CC=C2 (2-[(S)-1-(3-((2-methoxyphenyl)aminocarbonyl)phenyl)ethylamino]-4-(benzimidazol-1-yl]pyrimidine). Isolated yield 30.6%. RXN SMILES: [C:1]([C:4]1[CH:5]=[C:6]([C@@H:10]([NH:12][C:13]2[N:18]=[C:17]([N:19]3[C:23]4[CH:24]=[CH:25][CH:26]=[CH:27][C:22]=4[N:21]=[CH:20]3)[CH:16]=[CH:15][N:14]=2)[CH3:11])[CH:7]=[CH:8][CH:9]=1)(O)=[O:2].[CH3:28][O:29][C:30]1[C:31]([NH2:36])=[CH:32][CH:33]=[CH:34][CH:35]=1.Cl.CN(C)CCCN=C=NCC.CN(C1C=CC=CN=1)C>C(Cl)Cl.C(N(CC)CC)C>[CH3:28][O:29][C:30]1[CH:35]=[CH:34][CH:33]=[CH:32][C:31]=1[NH:36][C:1]([C:4]1[CH:5]=[C:6]([C@@H:10]([NH:12][C:13]2[N:18]=[C:17]([N:19]3[C:23]4[CH:24]=[CH:25][CH:26]=[CH:27][C:22]=4[N:21]=[CH:20]3)[CH:16]=[CH:15][N:14]=2)[CH3:11])[CH:7]=[CH:8][CH:9]=1)=[O:2] |f:2.3|. Reported procedure: 2-[(S)-1-(3-carboxyphenyl)ethylamino]-4-[benzimidazol-1-yl]pyrimidine (EXAMPLE 58, 23.0 mg) and o-anisidine (22 μL, 0.20 mmol) were mixed in CH2Cl2 (2 mL) under nitrogen. Triethylamine (45 μL), 1-(3-dimethylaminopropyl)-3-ethylcarbodiimide hydrochloride (38.5 mg) and dimethylaminopyridine (approx. 1 mg) were added and the mixture stirred at room temperature. After 19 h the mixture was concentrated in vacuo then eluted directly on silica gel (2:1 hexanes:acetone to 1:1 hexanes:acetone) to yield 9... Starting materials: example 6 ( 1 ), FC1=C2C(N(C(C2=C(C=C1)F)=O)CC(C(=O)OC)C1(OCCO1)C)=O (methyl 3-(4,7-difluoro-1,3-dioxo-1,3-dihydro-isoindol-2-yl)-2-(2-methyl-[1,3]dioxolan-2-yl)propionate), O.C1(=CC=C(C=C1)S(=O)(=O)O)C (p-toluenesulfonic acid monohydrate). Yields the product FC1=C2C(N(C(C2=C(C=C1)F)=O)CC(C(=O)OC)C(C)=O)=O (Methyl 2-(4,7-difluoro-1,3-dioxo-1,3-dihydro-isoindol-2-ylmethyl)-3-oxo-butyrate). As a reaction SMILES: [F:1][C:2]1[CH:10]=[CH:9][C:8]([F:11])=[C:7]2[C:3]=1[C:4](=[O:25])[N:5]([CH2:13][CH:14]([C:19]1([CH3:24])OCC[O:20]1)[C:15]([O:17][CH3:18])=[O:16])[C:6]2=[O:12].O.C1(C)C=CC(S(O)(=O)=O)=CC=1>>[F:11][C:8]1[CH:9]=[CH:10][C:2]([F:1])=[C:3]2[C:7]=1[C:6](=[O:12])[N:5]([CH2:13][CH:14]([C:19](=[O:20])[CH3:24])[C:15]([O:17][CH3:18])=[O:16])[C:4]2=[O:25] |f:1.2|. Procedure details: Methyl 2-(4,7-difluoro-1,3-dioxo-1,3-dihydro-isoindol-2-ylmethyl)-3-oxo-butyrate was prepared (46 mg, 19%) in the same manner as described in the above example 6 (1) from methyl 3-(4,7-difluoro-1,3-dioxo-1,3-dihydro-isoindol-2-yl)-2-(2-methyl-[1,3]dioxolan-2-yl)propionate (0.24 g, 0.67 mmol) and p-toluenesulfonic acid monohydrate (51 mg), and the obtained product was identified with the following NMR data.